Dataset: the Open Reaction Database (ORD), a public repository of structured organic reaction records. Task: describe an organic reaction: reactants, conditions, products, and yield The reactants are COC=1C=C(C=C(C1)OC)NC1CCN(CC1)CC1=CC(=NC=C1)C1=CC(=C(C(=C1)OC)OC)OC (4-(3,5-Dimethoxyphenylamino)-1-[[2-(3,4,5-trimethoxyphenyl)pyridin-4-yl]methyl]piperidine), COC=1C=C(C=C(C1OC)OC)C1=C(CCl)C=CC=C1 (2-(3,4,5-trimethoxyphenyl)benzyl chloride). The product is Cl.Cl.COC=1C=C(C=C(C1)OC)N(CC1=C(C=CC=C1)C1=CC(=C(C(=C1)OC)OC)OC)C1CCN(CC1)CC1=CC(=NC=C1)C1=CC(=C(C(=C1)OC)OC)OC (4-[N-(3,5-Dimethoxyphenyl)-N-[2-(3,4,5-trimethoxyphenyl)benzyl]amino]-1-[[2-(3,4,5-trimethoxyphenyl)pyridin-4-yl]methyl]piperidine Dihydrochloride). RXN SMILES: [CH3:1][O:2][C:3]1[CH:4]=[C:5]([NH:11][CH:12]2[CH2:17][CH2:16][N:15]([CH2:18][C:19]3[CH:24]=[CH:23][N:22]=[C:21]([C:25]4[CH:30]=[C:29]([O:31][CH3:32])[C:28]([O:33][CH3:34])=[C:27]([O:35][CH3:36])[CH:26]=4)[CH:20]=3)[CH2:14][CH2:13]2)[CH:6]=[C:7]([O:9][CH3:10])[CH:8]=1.[CH3:37][O:38][C:39]1[CH:40]=[C:41]([C:49]2[CH:56]=[CH:55][CH:54]=[CH:53][C:50]=2[CH2:51][Cl:52])[CH:42]=[C:43]([O:47][CH3:48])[C:44]=1[O:45][CH3:46]>>[ClH:52].[ClH:52].[CH3:1][O:2][C:3]1[CH:4]=[C:5]([N:11]([CH:12]2[CH2:13][CH2:14][N:15]([CH2:18][C:19]3[CH:24]=[CH:23][N:22]=[C:21]([C:25]4[CH:26]=[C:27]([O:35][CH3:36])[C:28]([O:33][CH3:34])=[C:29]([O:31][CH3:32])[CH:30]=4)[CH:20]=3)[CH2:16][CH2:17]2)[CH2:51][C:50]2[CH:53]=[CH:54][CH:55]=[CH:56][C:49]=2[C:41]2[CH:42]=[C:43]([O:47][CH3:48])[C:44]([O:45][CH3:46])=[C:39]([O:38][CH3:37])[CH:40]=2)[CH:6]=[C:7]([O:9][CH3:10])[CH:8]=1 |f:2.3.4|. Procedure details: 4-(3,5-Dimethoxyphenylamino)-1-[[2-(3,4,5-trimethoxyphenyl)pyridin-4-yl]methyl]piperidine (148 mg) and 2-(3,4,5-trimethoxyphenyl)benzyl chloride (114 mg) were condensed in the same manner as described in Example 9. A free base obtained was converted to a dihydrochloroide to give the title compound as yellow powder. The reactants are C=O, O=CO, COc1cc2c(Nc3ccc(Cl)c(Cl)c3)ncnc2cc1OCc1noc(C2CCNCC2)n1. The product is COc1cc2c(Nc3ccc(Cl)c(Cl)c3)ncnc2cc1OCc1noc(C2CCN(C)CC2)n1. As a reaction SMILES: [CH2:1]=[O:2].[CH:37]([OH:38])=[O:39].[Cl:3][c:4]1[cH:5][c:6]([NH:11][c:12]2[n:13][cH:14][n:15][c:16]3[cH:17][c:18]([O:24][CH2:25][c:26]4[n:27][o:28][c:29]([CH:31]5[CH2:32][CH2:33][NH:34][CH2:35][CH2:36]5)[n:30]4)[c:19]([O:22][CH3:23])[cH:20][c:21]23)[cH:7][cH:8][c:9]1[Cl:10]>>[CH3:1][N:34]1[CH2:33][CH2:32][CH:31]([c:29]2[o:28][n:27][c:26]([CH2:25][O:24][c:18]3[cH:17][c:16]4[n:15][cH:14][n:13][c:12]([NH:11][c:6]5[cH:5][c:4]([Cl:3])[c:9]([Cl:10])[cH:8][cH:7]5)[c:21]4[cH:20][c:19]3[O:22][CH3:23])[n:30]2)[CH2:36][CH2:35]1.